From a dataset of the Open Reaction Database (ORD), a public repository of structured organic reaction records. describe an organic reaction: reactants, conditions, products, and yield The reactants are Cl (HCl), C(C)OC(=O)C=1C(=NC(=NC1)C1=CC=NC=C1)OC1=C(C=CC=C1)C (2-pyridin-4-yl-4-o-tolyloxy-pyrimidine-5-carboxylic acid ethyl ester), [OH-].[Na+] (sodiumhydroxide). The solvent is C(C)O (ethanol), O (water). Run at time 2 hour. The product is N1=CC=C(C=C1)C1=NC=C(C(=N1)OC1=C(C=CC=C1)C)C(=O)O (2-pyridin-4-yl-4-o-tolyloxy-pyrimidine-5-carboxylic acid). Yield: 93.9%. RXN SMILES: C([O:3][C:4]([C:6]1[C:7]([O:18][C:19]2[CH:24]=[CH:23][CH:22]=[CH:21][C:20]=2[CH3:25])=[N:8][C:9]([C:12]2[CH:17]=[CH:16][N:15]=[CH:14][CH:13]=2)=[N:10][CH:11]=1)=[O:5])C.[OH-].[Na+].Cl>C(O)C.O>[N:15]1[CH:16]=[CH:17][C:12]([C:9]2[N:8]=[C:7]([O:18][C:19]3[CH:24]=[CH:23][CH:22]=[CH:21][C:20]=3[CH3:25])[C:6]([C:4]([OH:5])=[O:3])=[CH:11][N:10]=2)=[CH:13][CH:14]=1 |f:1.2|. Reported procedure: To a solution of 0.70 g (2.08 mmol) 2-pyridin-4-yl-4-o-tolyloxy-pyrimidine-5-carboxylic acid ethyl ester in 20 ml ethanol a solution of 0.12 g (3.12 mmol) sodiumhydroxide in 10 ml water was added and the resulting mixture was stirred 2 h at RT. The pH of the solution was adjusted to 3 with 25% HCl. The mixture was extracted twice with CH2Cl2. The combined organic phases were dried (Na2SO4), filtered and evaporated. The resulting solid was triturated twice with 10 ml ethanol, filtered off and dri... Starting materials: [BH4-], CCn1c(C(=O)c2cc(C)cc(C#N)c2)c(C(C)C)c(=O)[nH]c1=O, CCO, [Na+]. Yields the product CCn1c(C(O)c2cc(C)cc(C#N)c2)c(C(C)C)c(=O)[nH]c1=O. As a reaction SMILES: [BH4-:25].[CH2:1]([CH3:2])[n:3]1[c:4](=[O:24])[nH:5][c:6](=[O:23])[c:7]([CH:20]([CH3:21])[CH3:22])[c:8]1[C:9](=[O:10])[c:11]1[cH:12][c:13]([C:14]#[N:15])[cH:16][c:17]([CH3:19])[cH:18]1.[CH3:27][CH2:28][OH:29].[Na+:26]>>[CH2:1]([CH3:2])[n:3]1[c:4](=[O:24])[nH:5][c:6](=[O:23])[c:7]([CH:20]([CH3:21])[CH3:22])[c:8]1[CH:9]([OH:10])[c:11]1[cH:12][c:13]([C:14]#[N:15])[cH:16][c:17]([CH3:19])[cH:18]1. The reactants are C([O-])([O-])=O.[K+].[K+] (potassium carbonate), COS(OC)(=O)=O (dimethylsulfuric acid), C(#N)C=1C=C(C(=O)OC)C=C(C1O)I (Methyl 3-cyano-4-hydroxy-5-iodobenzoate). The solvent is CN(C=O)C (N,N-dimethylformamide). Reaction conditions: time 18 hour. The product is C(#N)C=1C=C(C(=O)OC)C=C(C1OC)I (methyl 3-cyano-5-iodo-4-methoxybenzoate). The yield is 76.1%. RXN SMILES: [C:1]([C:3]1[CH:4]=[C:5]([CH:10]=[C:11]([I:14])[C:12]=1[OH:13])[C:6]([O:8][CH3:9])=[O:7])#[N:2].[C:15](=O)([O-])[O-].[K+].[K+].COS(=O)(=O)OC>CN(C)C=O>[C:1]([C:3]1[CH:4]=[C:5]([CH:10]=[C:11]([I:14])[C:12]=1[O:13][CH3:15])[C:6]([O:8][CH3:9])=[O:7])#[N:2] |f:1.2.3|. Procedure details: Methyl 3-cyano-4-hydroxy-5-iodobenzoate (11.29 g) was dissolved in N,N-dimethylformamide (230 mL), and potassium carbonate (49.20 g) and dimethylsulfuric acid (17.0 mL) were added to the solution, and then the mixture was stirred at room temperature for 18 hours. After the reaction solution was filtered, water was added and the precipitated crystal was collected by filtration to obtain the title compound (8.99 g) as a pale yellow crystal. Starting materials: C(C1=CC=CC=C1)N1C(=C(C(=C1C(F)(F)F)Br)C1=CC=C(C=C1)Cl)C(=O)N(C)CC(C)(C)C (1-benzyl-4-bromo-3-(4-chlorophenyl)-N-(2,2-dimethylpropyl)-N-methyl-5-(trifluoromethyl)pyrrole-2-carboxamide), C1(CC1)B(O)O (cyclopropylboronic acid), CC(C)C1=CC(=C(C(=C1)C(C)C)C2=CC=CC=C2P(C3CCCCC3)C4CCCCC4)C(C)C (2-(DICYCLOHEXYLPHOSPHINO)-2′,4′,6′-TRI-I-PROPYL-1,1′-BIPHENYL), [O-]P(=O)([O-])[O-].[K+].[K+].[K+] (POTASSIUM PHOSPHATE TRIBASIC). The reagents and catalysts are C(C)(=O)[O-].[Pd+2].C(C)(=O)[O-] (Palladium(II) acetate). Solvent: C1(=CC=CC=C1)C (Toluene), C(C)(=O)OCC (Ethyl Acetate). Conditions: temperature 120 celsius. Product: C(C1=CC=CC=C1)N1C(=C(C(=C1C(F)(F)F)C1CC1)C1=CC=C(C=C1)Cl)C(=O)N(C)CC(C)(C)C (1-Benzyl-3-(4-chlorophenyl)-4-cyclopropyl-N-(2,2-dimethyl-propyl)-N-methyl-5-(trifluoromethyl)-1H-pyrrole-2-carboxylic acid amide). The yield is 99.4%. RXN SMILES: [CH2:1]([N:8]1[C:12]([C:13]([F:16])([F:15])[F:14])=[C:11](Br)[C:10]([C:18]2[CH:23]=[CH:22][C:21]([Cl:24])=[CH:20][CH:19]=2)=[C:9]1[C:25]([N:27]([CH2:29][C:30]([CH3:33])([CH3:32])[CH3:31])[CH3:28])=[O:26])[C:2]1[CH:7]=[CH:6][CH:5]=[CH:4][CH:3]=1.[CH:34]1(B(O)O)[CH2:36][CH2:35]1.CC(C1C=C(C(C)C)C(C2C(P(C3CCCCC3)C3CCCCC3)=CC=CC=2)=C(C(C)C)C=1)C.[O-]P([O-])([O-])=O.[K+].[K+].[K+]>C1(C)C=CC=CC=1.C(OCC)(=O)C.C([O-])(=O)C.[Pd+2].C([O-])(=O)C>[CH2:1]([N:8]1[C:12]([C:13]([F:16])([F:15])[F:14])=[C:11]([CH:34]2[CH2:36][CH2:35]2)[C:10]([C:18]2[CH:23]=[CH:22][C:21]([Cl:24])=[CH:20][CH:19]=2)=[C:9]1[C:25]([N:27]([CH2:29][C:30]([CH3:33])([CH3:32])[CH3:31])[CH3:28])=[O:26])[C:2]1[CH:7]=[CH:6][CH:5]=[CH:4][CH:3]=1 |f:3.4.5.6,9.10.11|. Procedure details: To a solution of 1-benzyl-4-bromo-3-(4-chlorophenyl)-N-(2,2-dimethylpropyl)-N-methyl-5-(trifluoromethyl)pyrrole-2-carboxamide (100 mg, 0.18 mmol) in Toluene (1 mL) was added cyclopropylboronic acid (2 equiv., 0.032 g, 0.37 mmol), Palladium(II) acetate (0.1 equiv., 0.004 g, 0.018 mmol), 2-(DICYCLOHEXYLPHOSPHINO)-2′,4′,6′-TRI-I-PROPYL-1,1′-BIPHENYL (0.2 equiv., 0.01796 g, 0.03691 mmol) and POTASSIUM PHOSPHATE TRIBASIC (3 equiv., 0.1212 g, 0.04726 mL, 0.5537 mmol) in a Reactivial. The reaction was ... Reactants: N=C=N (carbodiimide), C1=CN(C=N1)C(=O)N2C=CN=C2 (CDI), C1CCC(CC1)N=C=NC2CCCCC2 (DCC), C=1C=CC2=C(C1)N=NN2O (HOBt), ON1C(CCC1=O)=O (N-hydroxysuccinimide), ClC1=NC=C(C(=O)O)C=C1 (6-Chloronicotinic acid), C1(=CC=CC=C1)OC(=O)Cl (phenylchloroformate), ClC(=O)OC1=CC=C(C=C1)[N+](=O)[O-] (p-nitrophenyl chloroformate), ClC(=O)[O-] (chloroformate), O=S(Cl)Cl (SOCl2), alcohol. Solvent: CN1CCCC1=O (NMP), CN(C)C=O (DMF), ClCCCl (1,2-dichloroethane), C(Cl)Cl (CH2Cl2), C(CCl)Cl (EDC), C(C)O (ethanol). The product is C(C)OC(C1=CN=C(C=C1)Cl)=O (6-chloronicotinic acid ethyl ester). RXN SMILES: [Cl:1][C:2]1[CH:10]=[CH:9][C:5]([C:6]([OH:8])=[O:7])=[CH:4][N:3]=1.ClC([O-])=O.O=S(Cl)Cl.[C:19]1(OC(Cl)=O)C=CC=C[CH:20]=1.ClC(OC1C=CC([N+]([O-])=O)=CC=1)=O.N=C=N.C1N=CN(C(N2C=NC=C2)=O)C=1.C1CCC(N=C=NC2CCCCC2)CC1.C1C=CC2N(O)N=NC=2C=1.ON1C(=O)CCC1=O>C(O)C.CN1C(=O)CCC1.CN(C=O)C.ClCCCl.C(Cl)Cl>[CH2:19]([O:7][C:6](=[O:8])[C:5]1[CH:9]=[CH:10][C:2]([Cl:1])=[N:3][CH:4]=1)[CH3:20]. Procedure: 6-Chloronicotinic acid 51 is activated by reacting with a chloroformate activating agent such as SOCl2, phenylchloroformate, or p-nitrophenyl chloroformate, or a carbodiimide activating agent such as CDI, DCC, or EDC in the presence of HOBt and N-hydroxysuccinimide in a polar aprotic solvent such as CH2Cl2, 1,2-dichloroethane, DMF, or NMP, and heating. An alcohol such as ethanol is then added to form 6-chloronicotinic acid ethyl ester 71.